Dataset: the Open Reaction Database (ORD), a public repository of structured organic reaction records. Task: describe an organic reaction: reactants, conditions, products, and yield Procedure: To a mixture of thiomorpholine-1,1-dioxide (65 mg) and DMF (4 mL) were added (6-cyclohexyl-2-methylthieno[2,3-d]pyrimidin-4-yl)methyl methanesulfonate (110 mg) and TEA (150 μL), followed by stirring at room temperature for 24 hours. To the reaction mixture was added water, followed by extraction with EtOAc. The organic layer was washed with brine, dried over Na2SO4, and then concentrated under reduced pressure. The residue was purified by basic silica gel column (hexane/EtOAc) to obtain 6-cycloh... Reactants: N1CCS(CC1)(=O)=O (thiomorpholine-1,1-dioxide), CN(C)C=O (DMF), CS(=O)(=O)OCC=1C2=C(N=C(N1)C)SC(=C2)C2CCCCC2 ((6-cyclohexyl-2-methylthieno[2,3-d]pyrimidin-4-yl)methyl methanesulfonate), TEA. The yield is 76.7%. Run in O (water). Product: C1(CCCCC1)C1=CC2=C(N=C(N=C2CN2CCS(CC2)(=O)=O)C)S1 (6-cyclohexyl-4-[(1,1-dioxidothiomorpholin-4-yl)methyl]-2-methylthieno[2,3-d]pyrimidine). As a reaction SMILES: [NH:1]1[CH2:6][CH2:5][S:4](=[O:8])(=[O:7])[CH2:3][CH2:2]1.CN(C=O)C.CS(O[CH2:19][C:20]1[C:21]2[CH:29]=[C:28]([CH:30]3[CH2:35][CH2:34][CH2:33][CH2:32][CH2:31]3)[S:27][C:22]=2[N:23]=[C:24]([CH3:26])[N:25]=1)(=O)=O>O>[CH:30]1([C:28]2[S:27][C:22]3[N:23]=[C:24]([CH3:26])[N:25]=[C:20]([CH2:19][N:1]4[CH2:6][CH2:5][S:4](=[O:8])(=[O:7])[CH2:3][CH2:2]4)[C:21]=3[CH:29]=2)[CH2:31][CH2:32][CH2:33][CH2:34][CH2:35]1. Run at time 24 hour. The reactants are C1(CCC1)N[C@H]1COC2=C(C1)C(=CC=C2F)OC ((R)-3-(N-Cyclobutylamino)-8-fluoro-5-methoxy-3,4-dihydro-2H-1-benzopyran), CCC=O (n-propionaldehyde), C(C)(=O)O (acetic acid), C(#N)[BH3-].[Na+] (sodium cyanoborohydride). Run in CO (methanol). Product: C1(CCC1)N(CCC)[C@H]1COC2=C(C1)C(=CC=C2F)OC ((R)-3-(N-Cyclobutyl-N-n-propylamino)-8-fluoro-5-methoxy-3,4-dihydro-2H-1-benzopyran). Isolated yield 80.6%. RXN SMILES: [CH:1]1([NH:5][C@@H:6]2[CH2:11][C:10]3[C:12]([O:17][CH3:18])=[CH:13][CH:14]=[C:15]([F:16])[C:9]=3[O:8][CH2:7]2)[CH2:4][CH2:3][CH2:2]1.[CH3:19][CH2:20][CH:21]=O.C([BH3-])#N.[Na+].C(O)(=O)C>CO>[CH:1]1([N:5]([C@@H:6]2[CH2:11][C:10]3[C:12]([O:17][CH3:18])=[CH:13][CH:14]=[C:15]([F:16])[C:9]=3[O:8][CH2:7]2)[CH2:19][CH2:20][CH3:21])[CH2:2][CH2:3][CH2:4]1 |f:2.3|. Procedure: (R)-3-(N-Cyclobutylamino)-8-fluoro-5-methoxy-3,4-dihydro-2H-1-benzopyran (1.01 g, 4.02 mmol) was dissolved in anhydrous methanol (20 mL) and to this was n-propionaldehyde (3.0 mL, 40.2 mmol) added. After 1 h the reaction was cooled (ice-bath) then sodium cyanoborohydride (0.46 g, 7.24 mmol) was added, the pH was adjusted to 4-5 with acetic acid and the reaction was allowed to stir at room temperature over the weekend. The solvent was removed in vacuo, the remains extracted thrice with diethyl et... The reactants are C[O-].[Na+] (sodium methoxide), C(C1=CC=CC=C1)N1CCN(CC1)C1=NC=C(C(=N1)Cl)C(=O)OCC (ethyl 2-(4-benzylpiperazino)-4-chloropyrimidine-5-carboxylate), resultant mixture. Run in CO (methanol), CO (methanol). Product: C(C1=CC=CC=C1)N1CCN(CC1)C1=NC=C(C(=N1)OC)C(=O)OC (Methyl 2-(4-benzylpiperazino)-4-methoxypyrimidine-5-carboxylate). The yield is 82.4%. RXN SMILES: [CH3:1][O-:2].[Na+].[CH2:4]([N:11]1[CH2:16][CH2:15][N:14]([C:17]2[N:22]=[C:21](Cl)[C:20]([C:24]([O:26][CH2:27]C)=[O:25])=[CH:19][N:18]=2)[CH2:13][CH2:12]1)[C:5]1[CH:10]=[CH:9][CH:8]=[CH:7][CH:6]=1>CO>[CH2:4]([N:11]1[CH2:12][CH2:13][N:14]([C:17]2[N:22]=[C:21]([O:2][CH3:1])[C:20]([C:24]([O:26][CH3:27])=[O:25])=[CH:19][N:18]=2)[CH2:15][CH2:16]1)[C:5]1[CH:10]=[CH:9][CH:8]=[CH:7][CH:6]=1 |f:0.1|. Procedure details: To a methanol solution (50 ml) of 1.88 g (34.8 mmol) of sodium methoxide, a methanol solution (40 ml) of 10.1 g (28.0 mmol) of ethyl 2-(4-benzylpiperazino)-4-chloropyrimidine-5-carboxylate (the compound synthesized in Referential Example 63) was added dropwise over 10 minutes. The resultant mixture was stirred at room temperature for 1 hour. Methanol was distilled off under reduced pressure and water was added, followed by extraction with chloroform. After drying the chloroform layer with MgSO4,... Reactants: Cl (hydrochloric acid), 4-[, C(CCCCCC)C1=CC=C(C=C1)C1CN(CCO1)C(C)=S (2-(4-heptylphenyl)-1-thioxoethylmorpholine), C(COCCOCCO)O (triethylene glycol), [OH-].[K+] (potassium hydroxide). Run in O (water). The product is C(CCCCCC)C1=CC=C(C=C1)CC(=O)O (p-heptylphenylacetic acid). The yield is 18.0%. RXN SMILES: [CH2:1]([C:8]1[CH:13]=[CH:12][C:11](C2OCCN(C(=S)C)C2)=[CH:10][CH:9]=1)[CH2:2][CH2:3][CH2:4][CH2:5][CH2:6][CH3:7].C(O)COCCO[CH2:29][CH2:30][OH:31].[OH-:33].[K+].Cl>O>[CH2:1]([C:8]1[CH:9]=[CH:10][C:11]([CH2:29][C:30]([OH:31])=[O:33])=[CH:12][CH:13]=1)[CH2:2][CH2:3][CH2:4][CH2:5][CH2:6][CH3:7] |f:2.3|. Procedure: To 56.1 g of the 4-[2-(4-heptylphenyl)-1-thioxoethylmorpholine thus obtained, were added 300 ml of triethylene glycol, 50 ml of water and 37.3 g of potassium hydroxide. The resulting mixture was heated under reflux for six hours and then allowed to cool to room temperature. Then 10% hydrochloric acid was added thereto by portions until the pH value of the solution became slightly acidic. The reaction product was extracted with 300 ml of ethyl acetate and the organic layer was washed with water u...